From a dataset of the Open Reaction Database (ORD), a public repository of structured organic reaction records. describe an organic reaction: reactants, conditions, products, and yield Reactants: NC=1OC[C@]2(N1)C1=CC(=CC=C1OC1=NC=C(C=C12)Br)O ((S)-2′-amino-3-bromo-5′H-spiro[chromeno[2,3-b]pyridine-5,4′-oxazol]-7-ol), C([O-])([O-])=O.[K+].[K+] (potassium carbonate), O1CCC(=CC1)B1OC(C(O1)(C)C)(C)C (2-(3,6-dihydro-2H-pyran-4-yl)-4,4,5,5-tetramethyl-1,3,2-dioxaborolane), CN(C)C=O (DMF). Solvent: O (water), O (water). Product: NC=1OC[C@]2(N1)C1=CC(=CC=C1OC1=NC=C(C=C12)C=1CCOCC1)O ((S)-2′-amino-3-(3,6-dihydro-2H-pyran-4-yl)-5′H-spiro[chromeno[2,3-b]pyridine-5,4′-oxazol]-7-ol). RXN SMILES: [NH2:1][C:2]1[O:3][CH2:4][C@:5]2([C:19]3[C:14](=[N:15][CH:16]=[C:17](Br)[CH:18]=3)[O:13][C:12]3[C:7]2=[CH:8][C:9]([OH:21])=[CH:10][CH:11]=3)[N:6]=1.C(=O)([O-])[O-].[K+].[K+].[O:28]1[CH2:33][CH:32]=[C:31](B2OC(C)(C)C(C)(C)O2)[CH2:30][CH2:29]1.CN(C=O)C>O>[NH2:1][C:2]1[O:3][CH2:4][C@:5]2([C:19]3[C:14](=[N:15][CH:16]=[C:17]([C:31]4[CH2:32][CH2:33][O:28][CH2:29][CH:30]=4)[CH:18]=3)[O:13][C:12]3[C:7]2=[CH:8][C:9]([OH:21])=[CH:10][CH:11]=3)[N:6]=1 |f:1.2.3|. Procedure details: A vial was charged with (S)-2′-amino-3-bromo-5′H-spiro[chromeno[2,3-b]pyridine-5,4′-oxazol]-7-ol (380 mg, 1.091 mmol), potassium carbonate (754 mg, 5.46 mmol), 2-(3,6-dihydro-2H-pyran-4-yl)-4,4,5,5-tetramethyl-1,3,2-dioxaborolane (688 mg, 3.27 mmol), pd(ph3p)4 (126 mg, 0.109 mmol), DMF (5457 μL), and water (2.5 mL). The vial was sealed, placed in 80° C. and heated overnight. The mixture was diluted with water (35 mL) and extracted with EtOAc (3×15 mL). The combined organic extract was dried over... Reactants: CC(=O)[O-], CC(=O)[O-], C1CCOC1, O=C1C(n2cc(-c3cccc(Cl)c3)nn2)CCc2c(F)cccc2N1CC(F)(F)F, O, [Pd+2], OB(O)c1cccnc1. Product: O=C1C(n2cc(-c3cccc(-c4cccnc4)c3)nn2)CCc2c(F)cccc2N1CC(F)(F)F. Reaction SMILES: [C:46]([O-:47])(=[O:48])[CH3:49].[C:51]([O-:52])(=[O:53])[CH3:54].[CH2:41]1[O:42][CH2:43][CH2:44][CH2:45]1.[Cl:1][c:2]1[cH:3][c:4](-[c:8]2[n:9][n:10][n:11]([CH:13]3[C:14](=[O:30])[N:15]([CH2:25][C:26]([F:27])([F:28])[F:29])[c:16]4[c:17]([c:20]([F:24])[cH:21][cH:22][cH:23]4)[CH2:18][CH2:19]3)[cH:12]2)[cH:5][cH:6][cH:7]1.[OH2:40].[Pd+2:50].[n:31]1[cH:32][c:33]([B:37]([OH:38])[OH:39])[cH:34][cH:35][cH:36]1>>[c:2]1(-[c:33]2[cH:32][n:31][cH:36][cH:35][cH:34]2)[cH:3][c:4](-[c:8]2[n:9][n:10][n:11]([CH:13]3[C:14](=[O:30])[N:15]([CH2:25][C:26]([F:27])([F:28])[F:29])[c:16]4[c:17]([c:20]([F:24])[cH:21][cH:22][cH:23]4)[CH2:18][CH2:19]3)[cH:12]2)[cH:5][cH:6][cH:7]1. Reactants: Nc1ncccc1Br, C1CCOC1, CC#N, Cc1ccccc1, CC(C)OC(C)C, [Na+], [Na+], O=C([O-])[O-], O, OB(O)c1ccc(-c2ccccc2)cc1, c1ccc(P(c2ccccc2)(c2ccccc2)[Pd](P(c2ccccc2)(c2ccccc2)c2ccccc2)(P(c2ccccc2)(c2ccccc2)c2ccccc2)P(c2ccccc2)(c2ccccc2)c2ccccc2)cc1. Yields the product Nc1ncccc1-c1ccc(-c2ccccc2)cc1. RXN SMILES: [Br:22][c:23]1[c:24]([NH2:29])[n:25][cH:26][cH:27][cH:28]1.[CH2:37]1[O:38][CH2:39][CH2:40][CH2:41]1.[CH3:119][C:120]#[N:121].[CH3:122][c:123]1[cH:124][cH:125][cH:126][cH:127][cH:128]1.[CH:30]([O:31][CH:32]([CH3:33])[CH3:34])([CH3:35])[CH3:36].[Na+:1].[Na+:2].[O-:3][C:4](=[O:5])[O-:6].[OH2:129].[c:7]1(-[c:16]2[cH:17][cH:18][cH:19][cH:20][cH:21]2)[cH:8][cH:9][c:10]([B:13]([OH:14])[OH:15])[cH:11][cH:12]1.[cH:42]1[cH:43][cH:44][c:45]([P:46]([Pd:47]([P:48]([c:49]2[cH:50][cH:51][cH:52][cH:53][cH:54]2)([c:55]2[cH:56][cH:57][cH:58][cH:59][cH:60]2)[c:61]2[cH:62][cH:63][cH:64][cH:65][cH:66]2)([P:67]([c:68]2[cH:69][cH:70][cH:71][cH:72][cH:73]2)([c:74]2[cH:75][cH:76][cH:77][cH:78][cH:79]2)[c:80]2[cH:81][cH:82][cH:83][cH:84][cH:85]2)[P:86]([c:87]2[cH:88][cH:89][cH:90][cH:91][cH:92]2)([c:93]2[cH:94][cH:95][cH:96][cH:97][cH:98]2)[c:99]2[cH:100][cH:101][cH:102][cH:103][cH:104]2)([c:105]2[cH:106][cH:107][cH:108][cH:109][cH:110]2)[c:111]2[cH:112][cH:113][cH:114][cH:115][cH:116]2)[cH:117][cH:118]1>>[c:7]1(-[c:16]2[cH:17][cH:18][cH:19][cH:20][cH:21]2)[cH:8][cH:9][c:10](-[c:23]2[c:24]([NH2:29])[n:25][cH:26][cH:27][cH:28]2)[cH:11][cH:12]1. Reactants: [Cl-].[NH4+] (ammonium chloride), Solution 1, COC1=CC=C(C=C1)O (4-methoxyphenol), N12C=CCCCC2NCCC1 (1,8-diazabicyclo[5.4.0]undecene), CC(C)(C#C)O (2-methyl-3-butyn-2-ol), N12C=CCCCC2NCCC1 (1,8-diazabicyclo[5.4.0]undecene), CC1(C=CC=2C(=CC=3C(=CC(=NC3C2)C#N)C)O1)C (2,2,9-Trimethyl-2H-pyrano[2,3-g]quinoline-7-carbonitrile), CC1(C=CC=2C(=CC=3C(=CC(=NC3C2)C#N)C)O1)C (2,2,9-Trimethyl-2H-pyrano[2,3-g]quinoline-7-carbonitrile), Solution 1, FC(C(=O)OC(C(F)(F)F)=O)(F)F (trifluoroacetic anhydride). The reagents and catalysts are [Cu]Cl (Copper (I) chloride). Solvent: C(C)#N (acetonitrile), C(C)#N (acetonitrile). Reaction conditions: temperature 0 celsius, time 30 minute. Yields the product CC(C#C)(OC1=CC=C(C=C1)OC)C (4-(1,1-dimethyl-2-propynyloxy)anisole). RXN SMILES: [CH3:1][O:2][C:3]1[CH:8]=[CH:7][C:6](O)=[CH:5][CH:4]=1.N12CCCNC1CCCC=C2.[CH3:21][C:22]([OH:26])([C:24]#[CH:25])[CH3:23].FC(F)(F)C(OC(=O)C(F)(F)F)=O.CC1(C)OC2=CC3C(C)=CC(C#N)=NC=3C=C2C=C1.[Cl-].[NH4+]>C(#N)C.[Cu]Cl>[CH3:21][C:22]([CH3:23])([O:26][C:6]1[CH:7]=[CH:8][C:3]([O:2][CH3:1])=[CH:4][CH:5]=1)[C:24]#[CH:25] |f:5.6|. Procedure: To a solution of 4-methoxyphenol (15.0 g, 121 mmol) in acetonitrile (75 mL), 1,8-diazabicyclo[5.4.0]undecene (23.9 g, 157 mmol) was added under ice cooling and the resulting mixture was stirred at 0° C. for 30 minutes (Solution 1). To a solution of 2-methyl-3-butyn-2-ol (11.7 g, 139 mmol) in acetonitrile (75 mL), 1,8-diazabicyclo[5.4.0]undecene (23.9 g, 157 mmol) was added under ice cooling, the resulting mixture was stirred at 0° C. for 30 minutes, then trifluoroacetic anhydride (25.4 g, 121 mm... Starting materials: ClCCCC(=O)C1=CC=C(C=C1)C(C)(C)C (4-Chloro-4'-tert-butylbutyrophenone), C(C1=CC=CC=C1)(=O)NC1CCNCC1 (4-benzamidopiperidine), C([O-])([O-])=O.[K+].[K+] (potassium carbonate), Cl (hydrochloride). The product is C(C1=CC=CC=C1)(=O)NC1CCN(CC1)CCCC(=O)C1=CC=C(C=C1)C(C)(C)C (4-Benzamido-1-[4-(4-tert-butyl-phenyl)-4-oxobutyl]piperidine). Yield: 57.4%. RXN SMILES: Cl[CH2:2][CH2:3][CH2:4][C:5]([C:7]1[CH:12]=[CH:11][C:10]([C:13]([CH3:16])([CH3:15])[CH3:14])=[CH:9][CH:8]=1)=[O:6].[C:17]([NH:25][CH:26]1[CH2:31][CH2:30][NH:29][CH2:28][CH2:27]1)(=[O:24])[C:18]1[CH:23]=[CH:22][CH:21]=[CH:20][CH:19]=1.C(=O)([O-])[O-].[K+].[K+].Cl>>[C:17]([NH:25][CH:26]1[CH2:31][CH2:30][N:29]([CH2:2][CH2:3][CH2:4][C:5]([C:7]2[CH:12]=[CH:11][C:10]([C:13]([CH3:16])([CH3:15])[CH3:14])=[CH:9][CH:8]=2)=[O:6])[CH2:28][CH2:27]1)(=[O:24])[C:18]1[CH:19]=[CH:20][CH:21]=[CH:22][CH:23]=1 |f:2.3.4|. Reported procedure: 4-Chloro-4'-tert-butylbutyrophenone (3.58 g.), 4-benzamidopiperidine (3.06 g.) and anhydrous potassium carbonate (2.67 g.) were reacted together in the manner of Example 68 to give the title compound (3.495 g.) as the hydrochloride, colourless microcrystals, m.p. 268.0° .